This data is from the Open Reaction Database (ORD), a public repository of structured organic reaction records. The task is: describe an organic reaction: reactants, conditions, products, and yield Starting materials: hydrochloride salt, CC1=CC=C(C=C1)S(=O)(=O)OCC1OC2=C(C1)C=C(C=C2C2=C(C=CC=C2C)C)Cl ([5-chloro-7-(2,6-dimethylphenyl)-2,3-dihydro-1-benzofuran-2-yl]methyl 4-methylbenzenesulfonate), N1CCCC1 (pyrrolidine). Yields the product ClC=1C=C(C2=C(CC(O2)CN2CCCC2)C1)C1=C(C=CC=C1C)C ((±)-1-{[5-chloro-7-(2,6-dimethylphenyl)-2,3-dihydro-1-benzofuran-2-yl]methyl}pyrrolidine). RXN SMILES: CC1C=CC(S(O[CH2:12][CH:13]2[CH2:17][C:16]3[CH:18]=[C:19]([Cl:30])[CH:20]=[C:21]([C:22]4[C:27]([CH3:28])=[CH:26][CH:25]=[CH:24][C:23]=4[CH3:29])[C:15]=3[O:14]2)(=O)=O)=CC=1.[NH:31]1[CH2:35][CH2:34][CH2:33][CH2:32]1>>[Cl:30][C:19]1[CH:20]=[C:21]([C:22]2[C:23]([CH3:29])=[CH:24][CH:25]=[CH:26][C:27]=2[CH3:28])[C:15]2[O:14][CH:13]([CH2:12][N:31]3[CH2:35][CH2:34][CH2:33][CH2:32]3)[CH2:17][C:16]=2[CH:18]=1. Reported procedure: The title compound was prepared (0.094 g, 73%) following the general procedure of Example 390 as a white solid, hydrochloride salt from (±)-([5-chloro-7-(2,6-dimethylphenyl)-2,3-dihydro-1-benzofuran-2-yl]methyl 4-methylbenzenesulfonate (0.15 g, 0.338 mmol) and pyrrolidine (0.48 g, 6.76 mmol). mp 245-247° C. The reactants are COC(=O)Cl (methylchloroformate), CC1(CCCC1)C(=O)O (methyl cyclopentanecarboxylic acid), C(C)(C)NC(C)C.[Li] (lithium diisopropylamine). The solvent is C1CCOC1 (THF), C1CCOC1 (THF), C1CCOC1 (THF). Run at time 1 hour. Product: C1(CCCC1)(C(=O)OC)C(=O)OC (Dimethyl Cyclopentane-1,1-Dicarboxylate). Yield: 99.9%. Reaction SMILES: C[C:2]1([C:7]([OH:9])=[O:8])[CH2:6][CH2:5][CH2:4][CH2:3]1.[CH:10](NC(C)C)(C)C.[Li].[CH3:18][O:19][C:20](Cl)=[O:21]>C1COCC1>[C:2]1([C:7]([O:9][CH3:10])=[O:8])([C:20]([O:19][CH3:18])=[O:21])[CH2:6][CH2:5][CH2:4][CH2:3]1 |f:1.2,^1:16|. Procedure: A solution of methyl cyclopentanecarboxylic acid (7.1 g, 38.16 mmol) in THF (14 mL) was added dropwise to a solution of lithium diisopropylamine (6.62 g, 61.2 mmol) in THF (55 mL) at −78° C. After stirring for 1 h at the same temperature, a solution of methylchloroformate (5.78 g, 61.2 mmol) in THF (14 mL) was added slowly and the mixture was allowed to warm to room temperature. After 18 h the reaction mixture was quenched with saturated aqueous NH4Cl solution (100 mL). THF was removed in vacuo ... The reactants are CCOC(=O)C1CCN(c2ccccn2)CC1, CC(C)O, CO, NN, O. Product: NNC(=O)C1CCN(c2ccccn2)CC1. RXN SMILES: [CH2:1]([O:3][C:4](=[O:2])[CH:6]1[CH2:7][CH2:8][N:9]([c:12]2[n:13][cH:14][cH:15][cH:16][cH:17]2)[CH2:10][CH2:11]1)[CH3:5].[CH3:21][CH:22]([OH:23])[CH3:24].[CH3:25][OH:26].[NH2:19][NH2:20].[OH2:18]>>[O:3]=[C:4]([CH:6]1[CH2:7][CH2:8][N:9]([c:12]2[n:13][cH:14][cH:15][cH:16][cH:17]2)[CH2:10][CH2:11]1)[NH:19][NH2:20]. The reactants are O=C([O-])[O-], C1CN2CCOCC2CN1, CS(C)=O, ClCCl, Cc1ccccc1-c1cc(Cl)ncc1N(C)C(=O)C(C)(C)c1cc(C(F)(F)F)cc(C(F)(F)F)c1, [K+], [K+]. The product is Cc1ccccc1-c1cc(N2CCN3CCOCC3C2)ncc1N(C)C(=O)C(C)(C)c1cc(C(F)(F)F)cc(C(F)(F)F)c1. Reaction SMILES: [C:46](=[O:47])([O-:48])[O-:49].[CH2:36]1[O:37][CH2:38][CH2:39][N:40]2[CH:41]1[CH2:42][NH:43][CH2:44][CH2:45]2.[CH3:52][S:53]([CH3:54])=[O:55].[Cl:56][CH2:57][Cl:58].[F:1][C:2]([c:3]1[cH:4][c:5]([C:13]([C:14](=[O:15])[N:16]([CH3:17])[c:18]2[cH:19][n:20][c:21]([Cl:31])[cH:22][c:23]2-[c:24]2[c:25]([CH3:30])[cH:26][cH:27][cH:28][cH:29]2)([CH3:32])[CH3:33])[cH:6][c:7]([C:9]([F:10])([F:11])[F:12])[cH:8]1)([F:34])[F:35].[K+:50].[K+:51]>>[F:1][C:2]([c:3]1[cH:4][c:5]([C:13]([C:14](=[O:15])[N:16]([CH3:17])[c:18]2[cH:19][n:20][c:21]([N:43]3[CH2:42][CH:41]4[CH2:36][O:37][CH2:38][CH2:39][N:40]4[CH2:45][CH2:44]3)[cH:22][c:23]2-[c:24]2[c:25]([CH3:30])[cH:26][cH:27][cH:28][cH:29]2)([CH3:32])[CH3:33])[cH:6][c:7]([C:9]([F:10])([F:11])[F:12])[cH:8]1)([F:34])[F:35]. Reactants: CCCN(CCC)CCC, CCCN(CCC)CCC, Cn1c(=O)[nH]c(=O)c2ccccc21, ClC(Cl)Cl, [Na+], [OH-], O=P(Cl)(Cl)Cl. Product: Cn1c(=O)nc(Cl)c2ccccc21. Reaction SMILES: [CH2:14]([N:15]([CH2:16][CH2:17][CH3:18])[CH2:19][CH2:20][CH3:21])[CH2:22][CH3:23].[CH2:35]([N:36]([CH2:37][CH2:38][CH3:39])[CH2:40][CH2:41][CH3:42])[CH2:43][CH3:44].[CH3:1][n:2]1[c:3](=[O:13])[nH:4][c:5](=[O:12])[c:6]2[cH:7][cH:8][cH:9][cH:10][c:11]12.[CH:31]([Cl:32])([Cl:33])[Cl:34].[Na+:30].[OH-:29].[P:24]([Cl:25])([Cl:26])([Cl:27])=[O:28]>>[CH3:1][n:2]1[c:3](=[O:13])[n:4][c:5]([Cl:26])[c:6]2[cH:7][cH:8][cH:9][cH:10][c:11]12.